The task is: describe an organic reaction: reactants, conditions, products, and yield. This data is from the Open Reaction Database (ORD), a public repository of structured organic reaction records. Reactants: O, O=C1c2ccccc2C(=O)N1C1CCC(Oc2ccc3[nH]ncc3c2)CC1. Yields the product NC1CCC(Oc2ccc3[nH]ncc3c2)CC1. Reaction SMILES: [OH2:28].[nH:1]1[n:2][cH:3][c:4]2[cH:5][c:6]([O:10][CH:11]3[CH2:12][CH2:13][CH:14]([N:17]4[C:18](=[O:19])[c:20]5[c:21]([cH:22][cH:23][cH:24][cH:25]5)[C:26]4=[O:27])[CH2:15][CH2:16]3)[cH:7][cH:8][c:9]12>>[nH:1]1[n:2][cH:3][c:4]2[cH:5][c:6]([O:10][CH:11]3[CH2:12][CH2:13][CH:14]([NH2:17])[CH2:15][CH2:16]3)[cH:7][cH:8][c:9]12.